Dataset: the Open Reaction Database (ORD), a public repository of structured organic reaction records. Task: describe an organic reaction: reactants, conditions, products, and yield Reactants: BrC=1C=NC=2N(C1)N=C(C2)C(=O)O (6-bromo-pyrazolo[1,5-a]pyrimidine-2-carboxylic acid), CC1NCCC2=CC(=CC=C12)C1=NC=CC=C1 (1-Methyl-6-pyridin-2-yl-1,2,3,4-tetrahydro-isoquinoline). Product: BrC=1C=NC=2N(C1)N=C(C2)C(=O)N2C(C1=CC=C(C=C1CC2)C2=NC=CC=C2)C ((6-Bromo-pyrazolo[1,5-a]pyrimidin-2-yl)-(1-methyl-6-pyridin-2-yl-3,4-dihydro-1H-isoquinolin-2-yl)-methanone). Reaction SMILES: [Br:1][C:2]1[CH:3]=[N:4][C:5]2[N:6]([N:8]=[C:9]([C:11]([OH:13])=O)[CH:10]=2)[CH:7]=1.[CH3:14][CH:15]1[C:24]2[C:19](=[CH:20][C:21]([C:25]3[CH:30]=[CH:29][CH:28]=[CH:27][N:26]=3)=[CH:22][CH:23]=2)[CH2:18][CH2:17][NH:16]1>>[Br:1][C:2]1[CH:3]=[N:4][C:5]2[N:6]([N:8]=[C:9]([C:11]([N:16]3[CH2:17][CH2:18][C:19]4[C:24](=[CH:23][CH:22]=[C:21]([C:25]5[CH:30]=[CH:29][CH:28]=[CH:27][N:26]=5)[CH:20]=4)[CH:15]3[CH3:14])=[O:13])[CH:10]=2)[CH:7]=1. Reported procedure: In close analogy to the procedure described in Example 1, 6-bromo-pyrazolo[1,5-a]pyrimidine-2-carboxylic acid is reacted with 1-Methyl-6-pyridin-2-yl-1,2,3,4-tetrahydro-isoquinoline to provide the title compound in moderate yield. Reactants: ClCCl, CCC(CC)CC(C(=O)O)C(=O)O, CO. The product is CCC(CC)CCC(=O)O. RXN SMILES: [CH2:16]([Cl:17])[Cl:18].[CH2:1]([CH3:2])[CH:3]([CH2:4][CH:5]([C:6](=[O:7])[OH:8])[C:9]([OH:10])=[O:11])[CH2:12][CH3:13].[CH3:14][OH:15]>>[CH2:1]([CH3:2])[CH:3]([CH2:4][CH2:5][C:6](=[O:7])[OH:8])[CH2:12][CH3:13]. Reactants: CC(=O)N1C(C(=O)[O-])CC(=O)c2ccccc2N(Cc2ccccc2)C(=O)C1CC12CC3CC(CC(C3)C1)C2, NCC(=O)OCc1ccccc1, CCN(C(C)C)C(C)C, ClCCl, Cc1ccc(S(=O)(=O)O)cc1. The product is CC(=O)N1C(C(=O)NCC(=O)OCc2ccccc2)CC(=O)c2ccccc2N(Cc2ccccc2)C(=O)C1CC12CC3CC(CC(C3)C1)C2. RXN SMILES: [C:1]([CH3:2])(=[O:3])[N:4]1[CH:5]([CH2:29][C:30]23[CH2:31][CH:32]4[CH2:33][CH:34]([CH2:35][CH:36]([CH2:37]2)[CH2:38]4)[CH2:39]3)[C:6](=[O:28])[N:7]([CH2:21][c:22]2[cH:23][cH:24][cH:25][cH:26][cH:27]2)[c:8]2[c:9]([cH:17][cH:18][cH:19][cH:20]2)[C:10](=[O:16])[CH2:11][CH:12]1[C:13](=[O:14])[O-:15].[CH2:51]([c:52]1[cH:53][cH:54][cH:55][cH:56][cH:57]1)[O:58][C:59]([CH2:60][NH2:61])=[O:62].[CH:63]([N:64]([CH:65]([CH3:66])[CH3:67])[CH2:68][CH3:69])([CH3:70])[CH3:71].[Cl:72][CH2:73][Cl:74].[c:40]1([CH3:41])[cH:42][cH:43][c:44]([S:45]([OH:46])(=[O:47])=[O:48])[cH:49][cH:50]1>>[C:1]([CH3:2])(=[O:3])[N:4]1[CH:5]([CH2:29][C:30]23[CH2:31][CH:32]4[CH2:33][CH:34]([CH2:35][CH:36]([CH2:37]2)[CH2:38]4)[CH2:39]3)[C:6](=[O:28])[N:7]([CH2:21][c:22]2[cH:23][cH:24][cH:25][cH:26][cH:27]2)[c:8]2[c:9]([cH:17][cH:18][cH:19][cH:20]2)[C:10](=[O:16])[CH2:11][CH:12]1[C:13](=[O:15])[NH:61][CH2:60][C:59]([O:58][CH2:51][c:52]1[cH:53][cH:54][cH:55][cH:56][cH:57]1)=[O:62]. Starting materials: C1(=CC=CC=C1)[Mg]Br (phenylmagnesium bromide), NC1=C(C#N)C=CC=C1Cl (2-amino-3-chlorobenzonitrile), C(OC)(=O)Cl (methyl chlorocarbonate), Cl (hydrochloric acid), C([O-])(O)=O.[Na+] (sodium bicarbonate). Run in C1CCOC1 (THF), CC(C)(C)OC (MTBE). Product: ClC=1C=CC=C2C(=NC(NC12)=O)C1=CC=CC=C1 (8-chloro-4-phenyl-2(1H)-quinazolinone). Yield: 81.1%. As a reaction SMILES: [C:1]1([Mg]Br)[CH:6]=[CH:5][CH:4]=[CH:3][CH:2]=1.[NH2:9][C:10]1[C:17]([Cl:18])=[CH:16][CH:15]=[CH:14][C:11]=1[C:12]#[N:13].[C:19](Cl)(=O)[O:20]C.Cl.C(=O)(O)[O-].[Na+]>C1COCC1.CC(OC)(C)C>[Cl:18][C:17]1[CH:16]=[CH:15][CH:14]=[C:11]2[C:10]=1[NH:9][C:19](=[O:20])[N:13]=[C:12]2[C:1]1[CH:6]=[CH:5][CH:4]=[CH:3][CH:2]=1 |f:4.5|. Procedure details: To 7.10 g of phenylmagnesium bromide (32% THF solution) was added dropwise a solution of 953 mg of 2-amino-3-chlorobenzonitrile in THF (7 ml) at room temperature, followed by heating under reflux for 30 minutes. To the resulting reaction product was added dropwise 885 mg of methyl chlorocarbonate under ice cooling, followed by heating under reflux for 40 minutes. The resulting reaction solution was cooled and poured into 40 ml of 2N-hydrochloric acid, and 8 g of sodium bicarbonate and 20 ml of M...